From a dataset of the Open Reaction Database (ORD), a public repository of structured organic reaction records. describe an organic reaction: reactants, conditions, products, and yield Starting materials: COC([C@@H](N)CCCNC(C)=O)=O (Nδ-acetyl-L-ornithine methyl ester), CN=C=S (methyl isothiocyanate). The product is C(C)(=O)NCCCC1C(N(C(N1)=S)C)=O (5-(3-Acetamidopropyl)-3-methyl-2-thiohydantoin). Reaction SMILES: CO[C:3](=[O:13])[C@H:4]([CH2:6][CH2:7][CH2:8][NH:9][C:10](=[O:12])[CH3:11])[NH2:5].[CH3:14][N:15]=[C:16]=[S:17]>>[C:10]([NH:9][CH2:8][CH2:7][CH2:6][CH:4]1[NH:5][C:16](=[S:17])[N:15]([CH3:14])[C:3]1=[O:13])(=[O:12])[CH3:11]. Reported procedure: Using an analogous procedure to Example 1 Nδ-acetyl-L-ornithine methyl ester may be reacted with methyl isothiocyanate to give the title compound. The reactants are C(C)(C)(C)OC(=O)N1[C@@H](CC(C1)=NOCC1=CC=C(C=C1)OC)C(=O)O ((2S,4EZ)-1-(tert-butoxycarbonyl)-4-{[(4-methoxybenzyl)oxy]imino}-2-pyrrolidinecarboxylic acid), CN(CCCC(=O)Cl)C (4-(dimethylamino)butanoyl chloride), C(C)N(CCN)CC (N1,N1-diethyl-1,2-ethanediamine). The product is C(C)N(CCNC(=O)[C@H]1N(CC(C1)=NOCC1=CC=C(C=C1)OC)C(CCCN(C)C)=O)CC ((2S,4EZ)-N-[2-(diethylamino)ethyl]-1-[4-(dimethylamino)butanoyl]-4-{[(4-methoxybenzyl)oxy]imino}-2-pyrrolidinecarboxamide). Reaction SMILES: C(O[C:6]([N:8]1[CH2:12][C:11](=[N:13][O:14][CH2:15][C:16]2[CH:21]=[CH:20][C:19]([O:22][CH3:23])=[CH:18][CH:17]=2)[CH2:10][C@H:9]1[C:24]([OH:26])=O)=[O:7])(C)(C)C.[CH3:27][N:28]([CH3:35])[CH2:29][CH2:30][CH2:31]C(Cl)=O.[CH2:36]([N:38]([CH2:42][CH3:43])[CH2:39][CH2:40][NH2:41])[CH3:37]>>[CH2:36]([N:38]([CH2:42][CH3:43])[CH2:39][CH2:40][NH:41][C:24]([C@@H:9]1[CH2:10][C:11](=[N:13][O:14][CH2:15][C:16]2[CH:17]=[CH:18][C:19]([O:22][CH3:23])=[CH:20][CH:21]=2)[CH2:12][N:8]1[C:6](=[O:7])[CH2:31][CH2:30][CH2:29][N:28]([CH3:35])[CH3:27])=[O:26])[CH3:37]. Procedure: Following the general method as outlined in Example 22, starting from (2S,4EZ)-1-(tert-butoxycarbonyl)-4-{[(4-methoxybenzyl)oxy]imino}-2-pyrrolidinecarboxylic acid, 4-(dimethylamino)butanoyl chloride, and N1,N1-diethyl-1,2-ethanediamine the title compound was obtained in 100% purity by LC/MS. MS(ESI+): m/z=476.2. Reactants: CCOC(C)=O, CCO, CCOC(=O)CCCOc1cnc(N(Cc2cc(C(F)(F)F)cc(C(F)(F)F)c2)Cc2cc(C(F)(F)F)ccc2OC(CC)CC)nc1, [Na+], [OH-]. Yields the product CCC(CC)Oc1ccc(C(F)(F)F)cc1CN(Cc1cc(C(F)(F)F)cc(C(F)(F)F)c1)c1ncc(OCCCC(=O)O)cn1. As a reaction SMILES: [CH3:51][CH2:52][O:53][C:54](=[O:55])[CH3:56].[CH3:57][CH2:58][OH:59].[F:1][C:2]([c:3]1[cH:4][c:5]([CH2:6][N:7]([c:8]2[n:9][cH:10][c:11]([O:14][CH2:15][CH2:16][CH2:17][C:18](=[O:19])[O:20][CH2:21][CH3:22])[cH:12][n:13]2)[CH2:23][c:24]2[c:25]([O:34][CH:35]([CH2:36][CH3:37])[CH2:38][CH3:39])[cH:26][cH:27][c:28]([C:30]([F:31])([F:32])[F:33])[cH:29]2)[cH:40][c:41]([C:43]([F:44])([F:45])[F:46])[cH:42]1)([F:47])[F:48].[Na+:50].[OH-:49]>>[F:1][C:2]([c:3]1[cH:4][c:5]([CH2:6][N:7]([c:8]2[n:9][cH:10][c:11]([O:14][CH2:15][CH2:16][CH2:17][C:18](=[O:19])[OH:20])[cH:12][n:13]2)[CH2:23][c:24]2[c:25]([O:34][CH:35]([CH2:36][CH3:37])[CH2:38][CH3:39])[cH:26][cH:27][c:28]([C:30]([F:31])([F:32])[F:33])[cH:29]2)[cH:40][c:41]([C:43]([F:44])([F:45])[F:46])[cH:42]1)([F:47])[F:48]. Reactants: FC=1C=C(C=2N(C1)C(=NN2)[C@H]2N(CCC2)C)C (6-Fluoro-8-methyl-3-((S)-1-methyl-pyrrolidin-2-yl)-[1,2,4]triazolo[4,3-a]pyridine), ice water, N[C@H]1CC[C@H](C2=CC=CC=C12)O ((1R,4S)-4-Amino-1,2,3,4-tetrahydro-naphthalen-1-ol), [H-].[Na+] (sodium hydride). The solvent is CN(C)C=O (DMF), CCOC(=O)C (EtOAc), CN(C)C=O (DMF). Conditions: time 20 minute. Product: CC=1C=2N(C=C(C1)O[C@@H]1CC[C@@H](C3=CC=CC=C13)N)C(=NN2)[C@H]2N(CCC2)C ((1S,4R)-4-[8-Methyl-3-((S)-1-methyl-pyrrolidin-2-yl)-[1,2,4]triazolo[4,3-a]pyridin-6-yloxy]-1,2,3,4-tetrahydro-naphthalen-1-ylamine). Yield: 57.8%. As a reaction SMILES: [NH2:1][C@@H:2]1[C:11]2[C:6](=[CH:7][CH:8]=[CH:9][CH:10]=2)[C@H:5]([OH:12])[CH2:4][CH2:3]1.[H-].[Na+].F[C:16]1[CH:17]=[C:18]([CH3:31])[C:19]2[N:20]([C:22]([C@@H:25]3[CH2:29][CH2:28][CH2:27][N:26]3[CH3:30])=[N:23][N:24]=2)[CH:21]=1>CN(C=O)C.CCOC(C)=O>[CH3:31][C:18]1[C:19]2[N:20]([C:22]([C@@H:25]3[CH2:29][CH2:28][CH2:27][N:26]3[CH3:30])=[N:23][N:24]=2)[CH:21]=[C:16]([O:12][C@H:5]2[C:6]3[C:11](=[CH:10][CH:9]=[CH:8][CH:7]=3)[C@@H:2]([NH2:1])[CH2:3][CH2:4]2)[CH:17]=1 |f:1.2|. Procedure: A mixture of Intermediate A (44 mg, 0.267 mmol) and sodium hydride (60% in mineral oil, 29 mg, 0.729 mmol) in anhydrous DMF (1 mL) was stirred at RT for 20 min under argon atmosphere. To the reaction mixture was added a solution of Intermediate 105d (57 mg, 0.243 mmol) in anhydrous DMF (2 mL) and stirring at 60° C. was continued for 2.5 h. After cooling to RT, the reaction mixture was diluted with EtOAc and poured into ice-water. The aqueous phase was extracted with EtOAc (×3) and the combined o... Starting materials: S(=O)(=O)(OC)OC (dimethyl sulphate), [Cl-].[NH4+] (ammonium chloride), C1=CC=CC=2OC3=C(C21)C=CC=C3 (Dibenzofuran), C(CCC)[Li] (n-Butyl lithium). The solvent is C1CCOC1 (THF), C1CCOC1 (THF). Conditions: time 18 hour. The product is CC1=CC=CC2=C1OC1=C2C=CC=C1 (4-Methyldibenzofuran). The yield is 100.2%. RXN SMILES: [CH:1]1[C:9]2[C:8]3[CH:10]=[CH:11][CH:12]=[CH:13][C:7]=3[O:6][C:5]=2[CH:4]=[CH:3][CH:2]=1.[CH2:14]([Li])CCC.S(OC)(OC)(=O)=O.[Cl-].[NH4+]>C1COCC1>[CH3:14][C:4]1[C:5]2[O:6][C:7]3[CH:13]=[CH:12][CH:11]=[CH:10][C:8]=3[C:9]=2[CH:1]=[CH:2][CH:3]=1 |f:3.4|. Procedure details: Dibenzofuran (26.94 g, 160 mmol) was dissolved in dry THF (500 ml) and cooled to -78° C. n-Butyl lithium (1.6M in hexane, 200 ml, 320 mmol) was added in portions over 30 mins. and the solution was allowed to warm to room temperature over 2.5 hours. The solution was recooled to -70° C. and a mixture of dimethyl sulphate (32 ml, 340 mmol) in dry THF (100 ml) was added dropwise. Once the addition was complete, the reaction was allowed to warm to room temperature, stirred for 18 hours and poured ont... Reactants: [N+](=O)([O-])C1=NC=C(C(=O)O)C=C1 (6-nitronicotinic acid), S(=O)(Cl)Cl (thionyl chloride). The product is [N+](=O)([O-])C1=NC=C(C(=O)Cl)C=C1 (6-nitronicotinoyl chloride). Reaction SMILES: [N+:1]([C:4]1[CH:12]=[CH:11][C:7]([C:8](O)=[O:9])=[CH:6][N:5]=1)([O-:3])=[O:2].S(Cl)([Cl:15])=O>>[N+:1]([C:4]1[CH:12]=[CH:11][C:7]([C:8]([Cl:15])=[O:9])=[CH:6][N:5]=1)([O-:3])=[O:2]. Procedure: To 6-nitronicotinic acid (3.5 g) is added thionyl chloride (50 ml), and the mixture is refluxed for three hours, and evaporated to remove thionyl chloride to give 6-nitronicotinoyl chloride, which is added with stirring to a solution of 7-chloro-5-oxo-2,3,4,5-tetrahydro-1H-benzazepine (3.4 g) in pyridine (50 ml) under ice-cooling. The mixture is stirred at room temperature overnight. To the reaction mixture is added water, and the mixture is extracted with ethyl acetate. The extract is washed su... Procedure: 19.4 g. (0.1 mole) 3-(1-hydroxyhexyl)-phenol and 80.4 g. (0.4 mole) dibromopropane are dissolved in 150 ml. methyl ethyl ketone and heated to 80° C. 15.2 g. Potassium carbonate are added thereto in the course of 1 hour. The reaction mixture is then stirred for 8 hours at 80° C., the residue is filtered off and the solvent is evaporated, together with excess dibromopropane. The residue is taken up in ethyl acetate, extracted twice with aqueous sodium hydroxide solution, washed neutral, dried and ... Reaction SMILES: [OH:1][CH:2]([C:8]1[CH:9]=[C:10]([OH:14])[CH:11]=[CH:12][CH:13]=1)[CH2:3][CH2:4][CH2:5][CH2:6][CH3:7].Br[C:16]([Br:19])([CH3:18])C.[C:20](=O)([O-])[O-].[K+].[K+]>C(C(C)=O)C>[Br:19][CH2:16][CH2:18][CH2:20][O:14][C:10]1[CH:11]=[CH:12][CH:13]=[C:8]([CH:2]([OH:1])[CH2:3][CH2:4][CH2:5][CH2:6][CH3:7])[CH:9]=1 |f:2.3.4|. Reaction conditions: temperature 80 celsius, time 8 hour. Reactants: OC(CCCCC)C=1C=C(C=CC1)O (3-(1-hydroxyhexyl)-phenol), BrC(C)(C)Br (dibromopropane), C([O-])([O-])=O.[K+].[K+] (Potassium carbonate). Product: BrCCCOC1=CC(=CC=C1)C(CCCCC)O (1-Bromo-3-[3-(1-hydroxyhexyl)-phenoxy]-propane). Run in C(C)C(=O)C (methyl ethyl ketone). The reactants are CC(=O)OC(C)CCCCn1c(=O)c2c(C)cc(C)nc2n(C)c1=O, CO, [Cl-], [K+], [Na+], [OH-], O. The product is Cc1cc(C)c2c(=O)n(CCCCC(C)O)c(=O)n(C)c2n1. RXN SMILES: [C:1](=[O:2])([CH3:3])[O:4][CH:5]([CH2:6][CH2:7][CH2:8][CH2:9][n:10]1[c:11](=[O:24])[n:12]([CH3:23])[c:13]2[c:14]([c:15]1=[O:16])[c:17]([CH3:22])[cH:18][c:19]([CH3:21])[n:20]2)[CH3:25].[CH3:30][OH:31].[Cl-:29].[K+:27].[Na+:28].[OH-:26].[OH2:32]>>[OH:4][CH:5]([CH2:6][CH2:7][CH2:8][CH2:9][n:10]1[c:11](=[O:24])[n:12]([CH3:23])[c:13]2[c:14]([c:15]1=[O:16])[c:17]([CH3:22])[cH:18][c:19]([CH3:21])[n:20]2)[CH3:25].